From a dataset of the Open Reaction Database (ORD), a public repository of structured organic reaction records. describe an organic reaction: reactants, conditions, products, and yield The product is OCc1ccccc1Oc1ccccc1. The reactants are [Al+3], [H-], [H-], [H-], [H-], [Li+], O=C(O)c1ccccc1Oc1ccccc1, C1CCOC1, O. RXN SMILES: [Al+3:18].[H-:17].[H-:20].[H-:21].[H-:22].[Li+:19].[O:1]([c:2]1[cH:3][cH:4][cH:5][cH:6][cH:7]1)[c:8]1[c:9]([C:10](=[O:11])[OH:12])[cH:13][cH:14][cH:15][cH:16]1.[O:24]1[CH2:25][CH2:26][CH2:27][CH2:28]1.[OH2:23]>>[O:1]([c:2]1[cH:3][cH:4][cH:5][cH:6][cH:7]1)[c:8]1[c:9]([CH2:10][OH:11])[cH:13][cH:14][cH:15][cH:16]1. Reactants: N1(CCNCC1)C1=CC=C(C=C1)NC(=O)C=1OC2=C(C=C(C=C2C(C1)=O)OC)N1CCN(CC1)C (6-Methoxy-8-(4-methyl-piperazin-1-yl)-4-oxo-4H-chromene-2-carboxylic acid (4-piperazin-1-yl-phenyl)-amide), C(C)S(=O)(=O)Cl (ethanesulfonyl chloride). Yields the product C(C)S(=O)(=O)N1CCN(CC1)C1=CC=C(C=C1)NC(=O)C=1OC2=C(C=C(C=C2C(C1)=O)OC)N1CCN(CC1)C (6-Methoxy-8-(4-methyl-piperazin-1-yl)-4-oxo-4H-chromene-2-carboxylic acid [4-(4-ethane sulfonyl-piperazin-1-yl)-phenyl]-amide). As a reaction SMILES: [N:1]1([C:7]2[CH:12]=[CH:11][C:10]([NH:13][C:14]([C:16]3[O:17][C:18]4[C:23]([C:24](=[O:26])[CH:25]=3)=[CH:22][C:21]([O:27][CH3:28])=[CH:20][C:19]=4[N:29]3[CH2:34][CH2:33][N:32]([CH3:35])[CH2:31][CH2:30]3)=[O:15])=[CH:9][CH:8]=2)[CH2:6][CH2:5][NH:4][CH2:3][CH2:2]1.[CH2:36]([S:38](Cl)(=[O:40])=[O:39])[CH3:37]>>[CH2:36]([S:38]([N:4]1[CH2:5][CH2:6][N:1]([C:7]2[CH:8]=[CH:9][C:10]([NH:13][C:14]([C:16]3[O:17][C:18]4[C:23]([C:24](=[O:26])[CH:25]=3)=[CH:22][C:21]([O:27][CH3:28])=[CH:20][C:19]=4[N:29]3[CH2:30][CH2:31][N:32]([CH3:35])[CH2:33][CH2:34]3)=[O:15])=[CH:11][CH:12]=2)[CH2:2][CH2:3]1)(=[O:40])=[O:39])[CH3:37]. Procedure: This compound was prepared from 6-methoxy-8-(4-methyl-piperazin-1-yl)-4-oxo-4H-chromene-2-carboxylic acid (4-piperazin-1-yl-phenyl)-amide (Example 43) and commercially available ethanesulfonyl chloride (Aldrich) via the parallel synthesis described above. MS−base peak at m/z=570 by positive ion CI, mp=232-234° C. Reaction conditions: temperature 25 celsius, time 8 hour. Product: ClC=1C=CC(=C(C1)C1=CC=C(C=C1)CN(NC(=O)C1=CC(=NO1)OC)C[C@H](C(=O)OCOC([C@H](C(C)C)NC(=O)OC)=O)O)F ((S)-2-Methoxycarbonylamino-3-methylbutyric Acid (R)-3-[N-(5′-chloro-2′-fluorobiphenyl-4-ylmethyl)-N′-(3-methoxyisoxazole-5-carbonyl)hydrazino]-2-hydroxypropionyloxymethyl Ester). As a reaction SMILES: [Cl:1][C:2]1[CH:3]=[CH:4][C:5]([F:32])=[C:6]([C:8]2[CH:13]=[CH:12][C:11]([CH2:14][N:15]([CH2:26][C@@H:27]([OH:31])[C:28]([OH:30])=[O:29])[NH:16][C:17]([C:19]3[O:23][N:22]=[C:21]([O:24][CH3:25])[CH:20]=3)=[O:18])=[CH:10][CH:9]=2)[CH:7]=1.Cl[CH2:34][O:35][C:36](=[O:46])[C@@H:37]([NH:41][C:42]([O:44][CH3:45])=[O:43])[CH:38]([CH3:40])[CH3:39].[Na+].[I-].N1C=CC=CC=1>CN(C=O)C.O>[Cl:1][C:2]1[CH:3]=[CH:4][C:5]([F:32])=[C:6]([C:8]2[CH:9]=[CH:10][C:11]([CH2:14][N:15]([CH2:26][C@@H:27]([OH:31])[C:28]([O:30][CH2:34][O:35][C:36](=[O:46])[C@@H:37]([NH:41][C:42]([O:44][CH3:45])=[O:43])[CH:38]([CH3:40])[CH3:39])=[O:29])[NH:16][C:17]([C:19]3[O:23][N:22]=[C:21]([O:24][CH3:25])[CH:20]=3)=[O:18])=[CH:12][CH:13]=2)[CH:7]=1 |f:2.3|. Starting materials: ClC=1C=CC(=C(C1)C1=CC=C(C=C1)CN(NC(=O)C1=CC(=NO1)OC)C[C@H](C(=O)O)O)F ((R)-3-[N-(5′-chloro-2′-fluorobiphenyl-4-ylmethyl)-N′-(3-methoxyisoxazole-5-carbonyl)hydrazino]-2-hydroxypropionic acid), ClCOC([C@H](C(C)C)NC(=O)OC)=O ((S)-2-methoxycarbonylamino-3-methylbutyric acid chloromethyl ester), [Na+].[I-] (NaI), N1=CC=CC=C1 (pyridine). Procedure details: A mixture of (R)-3-[N-(5′-chloro-2′-fluorobiphenyl-4-ylmethyl)-N′-(3-methoxyisoxazole-5-carbonyl)hydrazino]-2-hydroxypropionic acid (200 mg, 430 mmol), (S)-2-methoxycarbonylamino-3-methylbutyric acid chloromethyl ester (193 mg, 860 mmol), NaI (129 mg, 860 μmol) and pyridine (136 mg, 1.7 mmol) in DMF (5.0 mL) was stirred at 25° C. overnight. The mixture was then poured into water (30 mL) and extracted with EtOAc (3×20 mL). The combined organic layers were washed with saturated aqueous NaCl (30 mL... The yield is 0.0%. Run in CN(C)C=O (DMF), O (water). The reactants are ClCCl, O=C(OO)c1cccc(Cl)c1, CCCSc1nc2cc(-n3nc(C)n(C)c3=O)c(F)cc2s1, O. Product: CCCS(=O)(=O)c1nc2cc(-n3nc(C)n(C)c3=O)c(F)cc2s1. Reaction SMILES: [Cl:1][CH2:2][Cl:3].[Cl:26][c:27]1[cH:28][c:29]([C:34](=[O:31])[O:35][OH:36])[cH:30][cH:32][cH:33]1.[F:4][c:5]1[cH:6][c:7]2[c:8]([n:9][c:10]([S:12][CH2:13][CH2:14][CH3:15])[s:11]2)[cH:16][c:17]1-[n:18]1[n:19][c:20]([CH3:25])[n:21]([CH3:24])[c:22]1=[O:23].[OH2:37]>>[F:4][c:5]1[cH:6][c:7]2[c:8]([n:9][c:10]([S:12]([CH2:13][CH2:14][CH3:15])(=[O:31])=[O:37])[s:11]2)[cH:16][c:17]1-[n:18]1[n:19][c:20]([CH3:25])[n:21]([CH3:24])[c:22]1=[O:23]. Product: CCOc1cc(C(C#N)N2C(=O)c3cccc(N)c3C2=O)ccc1OC. As a reaction SMILES: [CH3:29][OH:30].[N+:1]([O-:2])(=[O:3])[c:4]1[c:5]2[c:9]([cH:10][cH:11][cH:12]1)[C:8](=[O:13])[N:7]([CH:14]([C:15]#[N:16])[c:17]1[cH:18][c:19]([O:25][CH2:26][CH3:27])[c:20]([O:23][CH3:24])[cH:21][cH:22]1)[C:6]2=[O:28]>>[NH2:1][c:4]1[c:5]2[c:9]([cH:10][cH:11][cH:12]1)[C:8](=[O:13])[N:7]([CH:14]([C:15]#[N:16])[c:17]1[cH:18][c:19]([O:25][CH2:26][CH3:27])[c:20]([O:23][CH3:24])[cH:21][cH:22]1)[C:6]2=[O:28]. The reactants are CO, CCOc1cc(C(C#N)N2C(=O)c3cccc([N+](=O)[O-])c3C2=O)ccc1OC. The reactants are ClC=1C=C2C(C(NC2=CC1)=O)(C1=C(C=CC=C1)OC)N1[C@@H](CCCC1)C(=O)N(C)C ((2S)-1-[5-chloro-3-(2-methoxyphenyl)-2-oxo-2,3-dihydro-1H-indol-3-yl]-N,N-dimethylpiperidine-2-carboxamide), FC(COC1=C(C=C(C=C1)OCC(F)(F)F)S(=O)(=O)Cl)(F)F (2,5-bis(2,2,2-trifluoroethoxy)benzene sulfonyl chloride). Product: FC(COC1=C(C=C(C=C1)OCC(F)(F)F)S(=O)(=O)N1C(C(C2=CC(=CC=C12)Cl)(C1=C(C=CC=C1)OC)N1[C@@H](CCCC1)C(=O)N(C)C)=O)(F)F ((2S)-1-[1-{[2,5-bis (2,2,2-trifluoroethoxy)phenyl]sulfonyl}-5-chloro-3-(2-methoxyphenyl)-2-oxo-2,3-dihydro-1H-indol-3-yl]-N,N-dimethylpiperidine-2-carboxamide). Isolated yield 66.6%. RXN SMILES: [Cl:1][C:2]1[CH:3]=[C:4]2[C:8](=[CH:9][CH:10]=1)[NH:7][C:6](=[O:11])[C:5]2([N:20]1[CH2:25][CH2:24][CH2:23][CH2:22][C@H:21]1[C:26]([N:28]([CH3:30])[CH3:29])=[O:27])[C:12]1[CH:17]=[CH:16][CH:15]=[CH:14][C:13]=1[O:18][CH3:19].[F:31][C:32]([F:52])([F:51])[CH2:33][O:34][C:35]1[CH:40]=[CH:39][C:38]([O:41][CH2:42][C:43]([F:46])([F:45])[F:44])=[CH:37][C:36]=1[S:47](Cl)(=[O:49])=[O:48]>>[F:52][C:32]([F:31])([F:51])[CH2:33][O:34][C:35]1[CH:40]=[CH:39][C:38]([O:41][CH2:42][C:43]([F:44])([F:45])[F:46])=[CH:37][C:36]=1[S:47]([N:7]1[C:8]2[C:4](=[CH:3][C:2]([Cl:1])=[CH:10][CH:9]=2)[C:5]([N:20]2[CH2:25][CH2:24][CH2:23][CH2:22][C@H:21]2[C:26]([N:28]([CH3:29])[CH3:30])=[O:27])([C:12]2[CH:17]=[CH:16][CH:15]=[CH:14][C:13]=2[O:18][CH3:19])[C:6]1=[O:11])(=[O:49])=[O:48]. Reported procedure: With 200 mg of (2S)-1-[5-chloro-3-(2-methoxyphenyl)-2-oxo-2,3-dihydro-1H-indol-3-yl]-N,N-dimethylpiperidine-2-carboxamide, which is the compound described in Preparation 3.49 (Isomer B) of the brochure No. WO01/98295, and 183 mg of 2,5-bis(2,2,2-trifluoroethoxy)benzene sulfonyl chloride as starting materials, 238 mg of the title compound (colorless amorphous) was obtained by a similar method to Example 2.